The task is: describe an organic reaction: reactants, conditions, products, and yield. This data is from the Open Reaction Database (ORD), a public repository of structured organic reaction records. The reactants are [N+](=O)([O-])C1=CC=C(C=C1)OC(=O)N1C(NC(=C(C1C1=CC(=C(C=C1)F)F)C(=O)OC)COC)=O (6-(3,4-difluorophenyl)-4-methoxymethyl-2-oxo-3,6-dihydro-2H-pyrimidine-1,5-dicarboxylic acid 5-methyl ester 1-(4-nitrophenyl)ester), C1(=CC=CC=C1)C1(CCN(CC1)CCCN)C=1SC=CC1 (3-(4-phenyl-4-thiophen-2-yl-piperidin-1-yl)propylamine). Solvent: C(Cl)Cl (CH2Cl2). Conditions: temperature 25 celsius, time 2 hour. The product is COC(=O)C=1C(N(C(NC1COC)=O)C(NCCCN1CCC(CC1)(C=1SC=CC1)C1=CC=CC=C1)=O)C1=CC(=C(C=C1)F)F (4-(3,4-Difluorophenyl)-6-methoxymethyl-2-oxo-3-[3-(4-phenyl-4-(thiophen-2-yl)piperidin-1-yl)-propylcarbamoyl}-1,2,3,4-tetrahydropyrimidine-5-carboxylic acid methyl ester). Yield: 65.2%. As a reaction SMILES: [N+](C1C=CC(O[C:11]([N:13]2[CH:18]([C:19]3[CH:24]=[CH:23][C:22]([F:25])=[C:21]([F:26])[CH:20]=3)[C:17]([C:27]([O:29][CH3:30])=[O:28])=[C:16]([CH2:31][O:32][CH3:33])[NH:15][C:14]2=[O:34])=[O:12])=CC=1)([O-])=O.[C:35]1([C:41]2([C:51]3[S:52][CH:53]=[CH:54][CH:55]=3)[CH2:46][CH2:45][N:44]([CH2:47][CH2:48][CH2:49][NH2:50])[CH2:43][CH2:42]2)[CH:40]=[CH:39][CH:38]=[CH:37][CH:36]=1>C(Cl)Cl>[CH3:30][O:29][C:27]([C:17]1[CH:18]([C:19]2[CH:24]=[CH:23][C:22]([F:25])=[C:21]([F:26])[CH:20]=2)[N:13]([C:11](=[O:12])[NH:50][CH2:49][CH2:48][CH2:47][N:44]2[CH2:43][CH2:42][C:41]([C:35]3[CH:36]=[CH:37][CH:38]=[CH:39][CH:40]=3)([C:51]3[S:52][CH:53]=[CH:54][CH:55]=3)[CH2:46][CH2:45]2)[C:14](=[O:34])[NH:15][C:16]=1[CH2:31][O:32][CH3:33])=[O:28]. Procedure details: To a solution of 6-(3,4-difluorophenyl)-4-methoxymethyl-2-oxo-3,6-dihydro-2H-pyrimidine-1,5-dicarboxylic acid 5-methyl ester 1-(4-nitrophenyl)ester (29 mg, 0.06 mmol) in 2 ml of CH2Cl2 was added 3-(4-phenyl-4-thiophen-2-yl-piperidin-1-yl)propylamine (20 mg, 0.07 mmol) and the resulting solution was stirred for 2 h at 25° C. The reaction mixture was concentrated in vacuo to provide an oil which was subjected to column chromatography over silica gel (5% MeOH/CHCl3) to yield 25 mg (64%) of the desi... Reactants: CC#N, C1CCOC1, O=[N+]([O-])O, NC(=O)c1cnccn1. The product is O=[N+]([O-])[O-], NC(=O)c1cnccn1. As a reaction SMILES: [CH3:19][C:20]#[N:21].[O:10]1[CH2:11][CH2:12][CH2:13][CH2:14]1.[OH:15][N+:16]([O-:17])=[O:18].[n:1]1[c:2]([C:7](=[O:8])[NH2:9])[cH:3][n:4][cH:5][cH:6]1>>[O:15]=[N+:16]([O-:17])[O-:18].[n:1]1[c:2]([C:7](=[O:8])[NH2:9])[cH:3][n:4][cH:5][cH:6]1. The reactants are [H-].[Na+] (sodium hydride), NC=C(C#N)C#N (3-amino-2-cyanoacrylonitril), [H][H] (hydrogen), ClC1=C(C(=O)OC(C)C)C=C(C(=C1)F)N=C=O (isopropyl 2-chloro-4-fluoro-5-isocyanatobenzoate). Solvent: CN(C=O)C (dimethylformamide), O (water), C(C)(=O)O (acetic acid). Run at temperature 30 celsius, time 30 minute. The product is NC1=C(C=NC(N1C=1C(=CC(=C(C(=O)OC(C)C)C1)Cl)F)=O)C#N (Isopropyl 5-[6-amino-5-cyano-2-oxo-1(2H)-pyrimidinyl]-2-chloro-4-fluorobenzoate). RXN SMILES: [H-].[Na+].[NH2:3][CH:4]=[C:5]([C:8]#[N:9])[C:6]#[N:7].[H][H].[Cl:12][C:13]1[CH:24]=[C:23]([F:25])[C:22]([N:26]=[C:27]=[O:28])=[CH:21][C:14]=1[C:15]([O:17][CH:18]([CH3:20])[CH3:19])=[O:16]>CN(C)C=O.C(O)(=O)C.O>[NH2:7][C:6]1[N:26]([C:22]2[C:23]([F:25])=[CH:24][C:13]([Cl:12])=[C:14]([CH:21]=2)[C:15]([O:17][CH:18]([CH3:20])[CH3:19])=[O:16])[C:27](=[O:28])[N:9]=[CH:8][C:5]=1[C:4]#[N:3] |f:0.1|. Procedure details: To 0.71 g of a 55% sodium hydride dispersion in 25 ml of dimethylformamide are introduced 1.52 g of 3-amino-2-cyanoacrylonitril, and the mixture is stirred for 30 minutes at 30° C. After completion of the hydrogen evolution the mixture is treated with 4.20 g of isopropyl 2-chloro-4-fluoro-5-isocyanatobenzoate, during which the temperature rises to 30° C. The reaction mixture is then stirred for a further 2 hours at room temperature and poured into water, and the aqueous mixture is acidified with... Starting materials: C(C)(C)(C)OC(=O)N1CCC(CC1)C1=CC(=CC=C1)C1=CC(=C2C(=NC=NN21)N)C=2C=CC1=CN(N=C1C2)CC2=CC=CC=C2 (4-{3-[4-Amino-5-(2-benzyl-2H-indazol-6-yl)-pyrrolo[2,1-f][1,2,4]triazin-7-yl]-phenyl}-piperidine-1-carboxylic acid tert-butyl ester), C(C)(=O)OCC (Ethyl acetate). The solvent is Cl (HCl), O1CCOCC1 (dioxane). Conditions: time 4 hour. Yields the product C(C1=CC=CC=C1)N1N=C2C=C(C=CC2=C1)C=1C=C(N2N=CN=C(C21)N)C2=CC(=CC=C2)C2CCNCC2 (5-(2-Benzyl-2H-indazol-6-yl)-7-(3-piperidin-4-yl-phenyl)-pyrrolo[2,1-f][1,2,4]triazin-4-ylamine). RXN SMILES: C(OC([N:8]1[CH2:13][CH2:12][CH:11]([C:14]2[CH:19]=[CH:18][CH:17]=[C:16]([C:20]3[N:28]4[C:23]([C:24]([NH2:29])=[N:25][CH:26]=[N:27]4)=[C:22]([C:30]4[CH:31]=[CH:32][C:33]5[C:37]([CH:38]=4)=[N:36][N:35]([CH2:39][C:40]4[CH:45]=[CH:44][CH:43]=[CH:42][CH:41]=4)[CH:34]=5)[CH:21]=3)[CH:15]=2)[CH2:10][CH2:9]1)=O)(C)(C)C.C(OCC)(=O)C>Cl.O1CCOCC1>[CH2:39]([N:35]1[CH:34]=[C:33]2[C:37]([CH:38]=[C:30]([C:22]3[CH:21]=[C:20]([C:16]4[CH:17]=[CH:18][CH:19]=[C:14]([CH:11]5[CH2:12][CH2:13][NH:8][CH2:9][CH2:10]5)[CH:15]=4)[N:28]4[C:23]=3[C:24]([NH2:29])=[N:25][CH:26]=[N:27]4)[CH:31]=[CH:32]2)=[N:36]1)[C:40]1[CH:45]=[CH:44][CH:43]=[CH:42][CH:41]=1. Procedure: The product from step 4 was dissolved in 5 mL of 4M HCl in dioxane and the mixture was stirred for 4 h. Ethyl acetate (10 mL) was added into the resulting mixture and washed with 2M Na2CO2 (2 mL). The resulting organic solution was dried over Na2SO4 and concentrated in vacuo. The residue was purified by preparative TLC. (CH2Cl2/MeOH). δ 1H NMR (CD2Cl2) 1.60 (m, 1H), 1.80 (m, 2H), 2.80 (m, 3H), 4.10-4.30 (m, 3H), 5.60 (s, 2H), 5.80 (br, 2H), 7.00 (s, 1H), 7.10-7.50 (m, 9H), 7.80 (m, 2H), 7.90 (m,... The reactants are CC(=O)O (HOAc), N[C@@H]1[C@@H](CCCC1(F)F)NC=1N=C(C(=NC1)C#N)NC1=CC=C(C=C1)C#N (5-((1R,2R)-2-amino-3,3-difluorocyclohexylamino)-3-(4-cyanophenylamino)pyrazine-2-carbonitrile), [OH-].[Na+] (NaOH), OO (H2O2). The solvent is CCO (EtOH), CS(=O)C (DMSO). Reaction conditions: time 30 minute. Product: N[C@@H]1[C@@H](CCCC1(F)F)NC=1N=C(C(=NC1)C(=O)N)NC1=CC=C(C=C1)C(N)=O (5-((1R,2R)-2-amino-3,3-difluorocyclohexylamino)-3-(4-carbamoylphenylamino)pyrazine-2-carboxamide). Reaction SMILES: [NH2:1][C@H:2]1[C:7]([F:9])([F:8])[CH2:6][CH2:5][CH2:4][C@H:3]1[NH:10][C:11]1[N:12]=[C:13]([NH:19][C:20]2[CH:25]=[CH:24][C:23]([C:26]#[N:27])=[CH:22][CH:21]=2)[C:14]([C:17]#[N:18])=[N:15][CH:16]=1.[OH-:28].[Na+].[OH:30]O.CC(O)=O>CCO.CS(C)=O>[NH2:1][C@H:2]1[C:7]([F:8])([F:9])[CH2:6][CH2:5][CH2:4][C@H:3]1[NH:10][C:11]1[N:12]=[C:13]([NH:19][C:20]2[CH:21]=[CH:22][C:23]([C:26](=[O:30])[NH2:27])=[CH:24][CH:25]=2)[C:14]([C:17]([NH2:18])=[O:28])=[N:15][CH:16]=1 |f:1.2|. Reported procedure: The compound 5-((1R,2R)-2-amino-3,3-difluorocyclohexylamino)-3-(4-cyanophenylamino)pyrazine-2-carbonitrile (36 mg, 0.100 mmol) was dissolved in EtOH (2 mL) and DMSO (1 mL), aq. 1N NaOH (1.0 mL) and aq. H2O2 (30%, 1.0 mL) were added. The mixture was stirred at room temperature for 30 min. HOAc (0.5 mL) was added. The mixture was then concentrated in vacuo. The residue was purified by HPLC to give the titled compound (40 mg). MS 406.0 (M+H); UV 204.2, 267.1, 320.0 nm; t 0.365 min. Yields the product CC(C)(C)OC(=O)N1CCC(CCOc2ccc(C(=O)NCC(O)C(=O)O)cc2)CC1. The reactants are COC(=O)C(O)CNC(=O)c1ccc(OCCC2CCN(C(=O)OC(C)(C)C)CC2)cc1, CCO, [K+], [Na+], [OH-], O=S(=O)([O-])O. As a reaction SMILES: [CH3:1][O:2][C:3]([CH:4]([CH2:5][NH:6][C:7](=[O:8])[c:9]1[cH:10][cH:11][c:12]([O:15][CH2:16][CH2:17][CH:18]2[CH2:19][CH2:20][N:21]([C:24](=[O:25])[O:26][C:27]([CH3:28])([CH3:29])[CH3:30])[CH2:22][CH2:23]2)[cH:13][cH:14]1)[OH:31])=[O:32].[CH3:41][CH2:42][OH:43].[K+:40].[Na+:34].[OH-:33].[S:35](=[O:36])(=[O:37])([OH:38])[O-:39]>>[O:2]=[C:3]([CH:4]([CH2:5][NH:6][C:7](=[O:8])[c:9]1[cH:10][cH:11][c:12]([O:15][CH2:16][CH2:17][CH:18]2[CH2:19][CH2:20][N:21]([C:24](=[O:25])[O:26][C:27]([CH3:28])([CH3:29])[CH3:30])[CH2:22][CH2:23]2)[cH:13][cH:14]1)[OH:31])[OH:32]. Starting materials: O (water), BrCC(=O)OCC (ethyl bromoacetate), C(#N)C=1C=C(C=CC1N1CCC(CC1)O[Si](C)(C)C(C)(C)C)NC(=O)C=1C=NN(C1C)C1=CC=C(C=C1)F (N-(3-Cyano-4-(4-tert-butyldimethylsilyloxypiperidin-1-yl) phenyl)-1-(4-fluorophenyl)-5-methylpyrazole-4-carboxamide), [H-].[Na+] (sodium hydride). Solvent: CN(C=O)C (Dimethylformamide), CN(C=O)C (dimethylformamide). Product: C(#N)C=1C=C(C=CC1N1CCC(CC1)O)N(CC(=O)O)C(=O)C=1C=NN(C1C)C1=CC=C(C=C1)F (N-[3-Cyano-4-(4-hydroxypiperidin-1-yl)phenyl]-N-[1-(4-fluorophenyl)-5-methylpyrazol-4-ylcarbonyl]glycine). Isolated yield 10.2%. As a reaction SMILES: [C:1]([C:3]1[CH:4]=[C:5]([NH:23][C:24]([C:26]2[CH:27]=[N:28][N:29]([C:32]3[CH:37]=[CH:36][C:35]([F:38])=[CH:34][CH:33]=3)[C:30]=2[CH3:31])=[O:25])[CH:6]=[CH:7][C:8]=1[N:9]1[CH2:14][CH2:13][CH:12]([O:15][Si](C(C)(C)C)(C)C)[CH2:11][CH2:10]1)#[N:2].[H-].[Na+].Br[CH2:42][C:43]([O:45]CC)=[O:44].O>CN(C)C=O>[C:1]([C:3]1[CH:4]=[C:5]([N:23]([C:24]([C:26]2[CH:27]=[N:28][N:29]([C:32]3[CH:33]=[CH:34][C:35]([F:38])=[CH:36][CH:37]=3)[C:30]=2[CH3:31])=[O:25])[CH2:42][C:43]([OH:45])=[O:44])[CH:6]=[CH:7][C:8]=1[N:9]1[CH2:10][CH2:11][CH:12]([OH:15])[CH2:13][CH2:14]1)#[N:2] |f:1.2|. Procedure details: N-(3-Cyano-4-(4-tert-butyldimethylsilyloxypiperidin-1-yl) phenyl)-1-(4-fluorophenyl)-5-methylpyrazole-4-carboxamide (3.3 g) and sodium hydride (60% content, 0.3 g) were reacted in dimethylformamide (30 ml) under ice-cooling for 1 h. Dimethylformamide solution (10 ml) containing ethyl bromoacetate (1.4 g) was added and the mixture was stirred under ice-cooling for 1 h and, after allowed to warm to roan temperature, stirred for another 1 h. The reaction mixture was added into water and extracted w... Reactants: O=[N+]([O-])c1ccc(S(=O)(=O)Cl)cc1, c1ccncc1, Nc1cccc(-c2cnco2)c1. Product: O=[N+]([O-])c1ccc(S(=O)(=O)Nc2cccc(-c3cnco3)c2)cc1. RXN SMILES: [N+:13](=[O:14])([O-:15])[c:16]1[cH:17][cH:18][c:19]([S:22](=[O:23])(=[O:24])[Cl:25])[cH:20][cH:21]1.[cH:26]1[cH:27][cH:28][n:29][cH:30][cH:31]1.[o:1]1[cH:2][n:3][cH:4][c:5]1-[c:6]1[cH:7][c:8]([NH2:12])[cH:9][cH:10][cH:11]1>>[o:1]1[cH:2][n:3][cH:4][c:5]1-[c:6]1[cH:7][c:8]([NH:12][S:22]([c:19]2[cH:18][cH:17][c:16]([N+:13](=[O:14])[O-:15])[cH:21][cH:20]2)(=[O:23])=[O:24])[cH:9][cH:10][cH:11]1. The reactants are C(C)OC(=O)C=1N=CN(C1)C1=NC2=CC=CC=C2C=C1 (1-quinolin-2-yl-1H-imidazole-4-carboxylic acid ethyl ester), [H-].[Al+3].[Li+].[H-].[H-].[H-] (lithium aluminum hydride). Yields the product N1=C(C=CC2=CC=CC=C12)N1C=NC(=C1)CO ((1-Quinolin-2-yl-1H-imidazol-4-yl)-methanol). As a reaction SMILES: C([O:3][C:4]([C:6]1[N:7]=[CH:8][N:9]([C:11]2[CH:20]=[CH:19][C:18]3[C:13](=[CH:14][CH:15]=[CH:16][CH:17]=3)[N:12]=2)[CH:10]=1)=O)C.[H-].[Al+3].[Li+].[H-].[H-].[H-]>>[N:12]1[C:13]2[C:18](=[CH:17][CH:16]=[CH:15][CH:14]=2)[CH:19]=[CH:20][C:11]=1[N:9]1[CH:10]=[C:6]([CH2:4][OH:3])[N:7]=[CH:8]1 |f:1.2.3.4.5.6|. Procedure: Following the general method described in example 298, 1-quinolin-2-yl-1H-imidazole-4-carboxylic acid ethyl ester was reacted with lithium aluminum hydride followed by hydrolytic workup and chromatography. The title compound was obtained as an off-white crystalline material. Mp. 136-137° C. (EtOH), MS: m/e=225 (M+).